From a dataset of the Open Reaction Database (ORD), a public repository of structured organic reaction records. describe an organic reaction: reactants, conditions, products, and yield Reactants: ClCCl, CC(C)(C)OC(=O)NCc1ccc(CN(Cc2ccc(F)cc2)S(=O)(=O)c2cc(Cl)cc(Cl)c2O)cc1, O=C(O)C(F)(F)F. Product: NCc1ccc(CN(Cc2ccc(F)cc2)S(=O)(=O)c2cc(Cl)cc(Cl)c2O)cc1. RXN SMILES: [CH2:45]([Cl:46])[Cl:47].[Cl:1][c:2]1[c:3]([OH:37])[c:4]([S:9](=[O:10])(=[O:11])[N:12]([CH2:13][c:14]2[cH:15][cH:16][c:17]([F:20])[cH:18][cH:19]2)[CH2:21][c:22]2[cH:23][cH:24][c:25]([CH2:26][NH:27][C:28](=[O:29])[O:30][C:31]([CH3:32])([CH3:33])[CH3:34])[cH:35][cH:36]2)[cH:5][c:6]([Cl:8])[cH:7]1.[F:38][C:39]([F:40])([F:41])[C:42]([OH:43])=[O:44]>>[Cl:1][c:2]1[c:3]([OH:37])[c:4]([S:9](=[O:10])(=[O:11])[N:12]([CH2:13][c:14]2[cH:15][cH:16][c:17]([F:20])[cH:18][cH:19]2)[CH2:21][c:22]2[cH:23][cH:24][c:25]([CH2:26][NH2:27])[cH:35][cH:36]2)[cH:5][c:6]([Cl:8])[cH:7]1. Reactants: COC(C1=CC=C(C=C1)N)=O (4-aminobenzoic acid methyl ester), BrC1=C(C=O)C=CC=C1 (2-bromobenzaldehyde). Run in CO (methanol). Run at time 8 hour. Yields the product COC(C1=CC=C(C=C1)/N=C/C1=C(C=CC=C1)Br)=O (4-{[1-(2-Bromo-phenyl)-meth-(E)-ylidene]-amino}-benzoic acid methyl ester). RXN SMILES: [CH3:1][O:2][C:3](=[O:11])[C:4]1[CH:9]=[CH:8][C:7]([NH2:10])=[CH:6][CH:5]=1.[Br:12][C:13]1[CH:20]=[CH:19][CH:18]=[CH:17][C:14]=1[CH:15]=O>CO>[CH3:1][O:2][C:3](=[O:11])[C:4]1[CH:9]=[CH:8][C:7](/[N:10]=[CH:15]/[C:14]2[CH:17]=[CH:18][CH:19]=[CH:20][C:13]=2[Br:12])=[CH:6][CH:5]=1. Procedure: 4-aminobenzoic acid methyl ester (1.51 g, 10 mmol) and 2-bromobenzaldehyde (1.45 mL, 12.5 mmol) were dissolved in 15 mL of methanol. The mixture was let stand overnight. A white precipitate formed and the crystals were filtered off, washed with cold methanol (2×) and dried. Starting materials: CC(=O)c1ccc(S(=O)(=O)NCC(=O)O)cc1, CC(C)(N)C(=O)O. The product is CC(=O)c1ccc(S(=O)(=O)NC(C)(C)C(=O)O)cc1. RXN SMILES: [C:1]([CH3:2])(=[O:3])[c:4]1[cH:5][cH:6][c:7]([S:10](=[O:11])(=[O:12])[NH:13][CH2:14][C:15]([OH:16])=[O:17])[cH:8][cH:9]1.[CH3:18][C:19]([CH3:20])([NH2:21])[C:22]([OH:23])=[O:24]>>[C:1]([CH3:2])(=[O:3])[c:4]1[cH:5][cH:6][c:7]([S:10](=[O:11])(=[O:12])[NH:21][C:19]([CH3:18])([CH3:20])[C:22]([OH:23])=[O:24])[cH:8][cH:9]1. The reactants are CC(CCN1CCN(CC1)C(=O)C1NC(SC1)C=1C=NC=CC1)(C)C1=CC=CC=C1 (1-(3-methyl-3-phenylbutyl)-4[2-(3-pyridyl)thiazolidin-4-ylcarbonyl]piperazine), C(\C=C\C(=O)O)(=O)O (fumaric acid). Run in C(C)O (ethanol). Run at time 2 hour. Product: C(\C=C\C(=O)O)(=O)O.CC(CCN1CCN(CC1)C(=O)C1NC(SC1)C=1C=NC=CC1)(C)C1=CC=CC=C1 (1-(3-methyl-3-phenylbutyl]-4-[2-(3-pyridyl)thiazolidin-4-ylcarbonyl]piperazine fumarate). The yield is 72.5%. RXN SMILES: [CH3:1][C:2]([C:25]1[CH:30]=[CH:29][CH:28]=[CH:27][CH:26]=1)([CH3:24])[CH2:3][CH2:4][N:5]1[CH2:10][CH2:9][N:8]([C:11]([CH:13]2[CH2:17][S:16][CH:15]([C:18]3[CH:19]=[N:20][CH:21]=[CH:22][CH:23]=3)[NH:14]2)=[O:12])[CH2:7][CH2:6]1.[C:31]([OH:38])(=[O:37])/[CH:32]=[CH:33]/[C:34]([OH:36])=[O:35]>C(O)C>[C:31]([OH:38])(=[O:37])/[CH:32]=[CH:33]/[C:34]([OH:36])=[O:35].[CH3:24][C:2]([C:25]1[CH:26]=[CH:27][CH:28]=[CH:29][CH:30]=1)([CH3:1])[CH2:3][CH2:4][N:5]1[CH2:6][CH2:7][N:8]([C:11]([CH:13]2[CH2:17][S:16][CH:15]([C:18]3[CH:19]=[N:20][CH:21]=[CH:22][CH:23]=3)[NH:14]2)=[O:12])[CH2:9][CH2:10]1 |f:3.4|. Procedure: To a solution of 1-(3-methyl-3-phenylbutyl)-4[2-(3-pyridyl)thiazolidin-4-ylcarbonyl]piperazine (1.22 g) in ethanol (6 ml) was added fumaric acid (0.32 g) and the mixture was dissolved. The solution was stirred at room temperature for 2 hours and allowed to stand at room temperature for a day. The resultant crystals were collected by filtration, washed with ethanol and then dried to give 1.08 g of 1-(3-methyl-3-phenylbutyl]-4-[2-(3-pyridyl)thiazolidin-4-ylcarbonyl]piperazine fumarate. Reactants: CC[SiH](CC)CC, N#Cc1ccc(C(O)(c2ccc(Cl)cc2)c2cn(C(c3ccccc3)(c3ccccc3)c3ccccc3)cn2)cc1Oc1cccc(Cl)c1, ClCCl, O=C(O)C(F)(F)F. The product is N#Cc1ccc(C(O)(c2ccc(Cl)cc2)c2cnc[nH]2)cc1Oc1cccc(Cl)c1. Reaction SMILES: [CH2:57]([SiH:58]([CH2:59][CH3:60])[CH2:61][CH3:62])[CH3:63].[Cl:1][c:2]1[cH:3][c:4]([O:5][c:6]2[c:7]([C:8]#[N:9])[cH:10][cH:11][c:12]([C:14]([c:15]3[n:16][cH:17][n:18]([C:20]([c:21]4[cH:22][cH:23][cH:24][cH:25][cH:26]4)([c:27]4[cH:28][cH:29][cH:30][cH:31][cH:32]4)[c:33]4[cH:34][cH:35][cH:36][cH:37][cH:38]4)[cH:19]3)([OH:39])[c:40]3[cH:41][cH:42][c:43]([Cl:46])[cH:44][cH:45]3)[cH:13]2)[cH:47][cH:48][cH:49]1.[Cl:64][CH2:65][Cl:66].[OH:50][C:51]([C:52]([F:53])([F:54])[F:55])=[O:56]>>[Cl:1][c:2]1[cH:3][c:4]([O:5][c:6]2[c:7]([C:8]#[N:9])[cH:10][cH:11][c:12]([C:14]([c:15]3[nH:16][cH:17][n:18][cH:19]3)([OH:39])[c:40]3[cH:41][cH:42][c:43]([Cl:46])[cH:44][cH:45]3)[cH:13]2)[cH:47][cH:48][cH:49]1. Starting materials: [N-]=[N+]=[N-].[Na+] (NaN3), C(=O)C=1NC2=CC=CC=C2C1 (2-formylindole), [H-].[Na+] (NaH), C1CCOC1 (THF), [I-].CC(=C[SH2+])C (dimethylvinylsulfonium iodide). Run in CC(=O)C (acetone), O (water). Run at time 15 hour. Yields the product N(=[N+]=[N-])C1C(CN2C1=CC=1C=CC=CC21)O (1-Azido-2,3-dihydro-2-hydroxy-1H-pyrrolo[1,2-a]indole). Reaction SMILES: [CH:1]([C:3]1[NH:4][C:5]2[C:10]([CH:11]=1)=[CH:9][CH:8]=[CH:7][CH:6]=2)=O.[H-].[Na+].[I-].CC(C)=C[SH2+].[N-:20]=[N+:21]=[N-:22].[Na+].C1C[O:27][CH2:26][CH2:25]1>CC(C)=O.O>[N:20]([CH:1]1[C:3]2=[CH:11][C:10]3[CH:9]=[CH:8][CH:7]=[CH:6][C:5]=3[N:4]2[CH2:25][CH:26]1[OH:27])=[N+:21]=[N-:22] |f:1.2,3.4,5.6|. Reported procedure: In a 100-mL round-bottom flask, a total of 1.9 g (13 mmol) of 2-formylindole and 780 mg (26 mmol) of NaH (80% dispersion in mineral oil) was stirred in 150 mL of dry THF under N2 at 0° C. (ice bath). At total of 3.39 g (15.7 mmol) of dimethylvinylsulfonium iodide was added after 20 minutes, and then the reaction mixture was stirred overnight (about 15 hours). A total of 3.38 g of NaN3 (50 mmol) in 20 mL of 1:1 acetone:water was added to the reaction mixture, and then the reaction mixture was sti... Starting materials: C(CCC)[Li] (n-Butyllithium), solution, C(C)(C)NC(C)C (diisopropylamine), C(C)C1=NC=NC=C1 (4-Ethylpyrimidine), FC1=C(C=CC(=C1)F)C(CN1N=CN=C1)=O (1-(2,4-difluorophenyl)-2-(1H-1,2,4-triazol-1-yl)ethanone). Solvent: CCCCCC (hexane), O1CCCC1 (tetrahydrofuran), C(C)(=O)O (acetic acid), O1CCCC1 (tetrahydrofuran), O (water). Run at time 0.17 hour. The product is FC1=C(C=CC(=C1)F)C(CN1N=CN=C1)(C(C)C1=NC=NC=C1)O (2-(2,4-Difluorophenyl)-3-(pyrimidin-4-yl)-1-(1H-1,2,4-triazol-1-yl)butan-2-ol). RXN SMILES: C([Li])CCC.C(NC(C)C)(C)C.[CH2:13]([C:15]1[CH:20]=[CH:19][N:18]=[CH:17][N:16]=1)[CH3:14].[F:21][C:22]1[CH:27]=[C:26]([F:28])[CH:25]=[CH:24][C:23]=1[C:29](=[O:36])[CH2:30][N:31]1[CH:35]=[N:34][CH:33]=[N:32]1>CCCCCC.O1CCCC1.O.C(O)(=O)C>[F:21][C:22]1[CH:27]=[C:26]([F:28])[CH:25]=[CH:24][C:23]=1[C:29]([OH:36])([CH:13]([C:15]1[CH:20]=[CH:19][N:18]=[CH:17][N:16]=1)[CH3:14])[CH2:30][N:31]1[CH:35]=[N:34][CH:33]=[N:32]1. Procedure: n-Butyllithium (4.0 ml of a 2.5M solution in hexane) was added to a stirred solution of diisopropylamine (1.01 g) in dry tetrahydrofuran (30 ml) at -70° under an atmosphere of dry nitrogen. The solution was stirred at -70° for 0.17 hour, followed by 0.17 hour at 0° and then re-cooled to -70°. 4-Ethylpyrimidine (1.08 g) was added and the solution was stirred at -70° for 0.75 hour. A solution of 1-(2,4-difluorophenyl)-2-(1H-1,2,4-triazol-1-yl)ethanone (2.23 g) in dry tetrahydrofuran (30 ml) was ad...